The task is: describe an organic reaction: reactants, conditions, products, and yield. This data is from the Open Reaction Database (ORD), a public repository of structured organic reaction records. Yields the product Cl, COC(=O)Oc1cc(Nc2ncnc3cc([N+](=O)[O-])c(OC)cc23)c(F)cc1C. RXN SMILES: [CH:32]([OH:33])([CH3:34])[CH3:35].[Cl:2][c:3]1[n:4][cH:5][n:6][c:7]2[cH:8][c:9]([N+:15](=[O:16])[O-:17])[c:10]([O:13][CH3:14])[cH:11][c:12]12.[ClH:1].[F:18][c:19]1[c:20]([NH2:21])[cH:22][c:23]([O:27][C:28](=[O:29])[O:30][CH3:31])[c:24]([CH3:26])[cH:25]1>>[ClH:2].[c:3]1([NH:21][c:20]2[c:19]([F:18])[cH:25][c:24]([CH3:26])[c:23]([O:27][C:28](=[O:29])[O:30][CH3:31])[cH:22]2)[n:4][cH:5][n:6][c:7]2[cH:8][c:9]([N+:15](=[O:16])[O-:17])[c:10]([O:13][CH3:14])[cH:11][c:12]12. The reactants are CC(C)O, COc1cc2c(Cl)ncnc2cc1[N+](=O)[O-], Cl, COC(=O)Oc1cc(N)c(F)cc1C. The reactants are C1(O)=CC(O)=CC=C1.C1=CC=CC=2C3=CC=CC=C3NC12 (carbazole resorcinol), phenol FIrpic, C(C1=CC=C(C(=O)Cl)C=C1)(=O)Cl (terephthaloyl chloride). Solvent: C(Cl)(Cl)Cl (CHCl3). The product is C1=CC=CC=2C3=CC=CC=C3NC12 (Carbazole). RXN SMILES: C1(C=CC=C(O)C=1)O.[CH:9]1[C:21]2[NH:20][C:19]3[C:14](=[CH:15][CH:16]=[CH:17][CH:18]=3)[C:13]=2[CH:12]=[CH:11][CH:10]=1.C(Cl)(=O)C1C=CC(C(Cl)=O)=CC=1>C(Cl)(Cl)Cl>[CH:18]1[C:19]2[NH:20][C:21]3[C:13](=[CH:12][CH:11]=[CH:10][CH:9]=3)[C:14]=2[CH:15]=[CH:16][CH:17]=1 |f:0.1|. Reported procedure: To a dry 25 mL dried three-neck round bottom flask was added 0.3320 g (1.206 mmol) carbazole resorcinol (2), 0.06748 g (0.095 mmol) of phenol FIrpic derivative (1) along with 0.2545 g (1.253 mmol) terephthaloyl chloride (4), then 11 mL of dry CHCl3 was added. The suspension was purged under N2, and chilled in a ice salt water bath for 10 min. To this solution, 0.45 mL of dry triethylamine was added using a syringe in a drop wise. Upon the addition of TEA, the milky solution started to become cle... Reactants: O1C(OCC1)C1=C(SC=C1)S(=O)(=O)Cl (3-(1,3-dioxolan-2-yl)-thiophene-2-sulfonyl chloride), C1COC(C2=CSC=C2)O1 (thiophene-3-carboxaldehyde ethylene acetal), Cl.C(C)OC(CN)=O (glycine ethyl ester hydrochloride). Solvent: C([O-])(O)=O.[Na+] (sodium bicarbonate). Conditions: time 18 hour. Yields the product C(C)OC(CNS(=O)(=O)C=1SC=CC1C1OCCO1)=O (N-[[3-(1,3-Dioxolan-2-yl)-2-thienyl]sulfonyl]-glycine Ethyl Ester). Yield: 61.0%. Reaction SMILES: [O:1]1[CH2:5][CH2:4][O:3][CH:2]1[C:6]1[CH:10]=[CH:9][S:8][C:7]=1[S:11](Cl)(=[O:13])=[O:12].C1OC(C2C=CSC=2)OC1.Cl.[CH2:26]([O:28][C:29](=[O:32])[CH2:30][NH2:31])[CH3:27]>C(=O)(O)[O-].[Na+]>[CH2:26]([O:28][C:29](=[O:32])[CH2:30][NH:31][S:11]([C:7]1[S:8][CH:9]=[CH:10][C:6]=1[CH:2]1[O:3][CH2:4][CH2:5][O:1]1)(=[O:13])=[O:12])[CH3:27] |f:2.3,4.5|. Reported procedure: A solution of 3-(1,3-dioxolan-2-yl)-thiophene-2-sulfonyl chloride, prepared from thiophene-3-carboxaldehyde ethylene acetal (13.27 g, 85.1 mmol) as described in Example 6, Step A, was combined with glycine ethyl ester hydrochloride (33.99 g, 221 mmol) and a saturated aqueous solution of sodium bicarbonate (250 mL). After stirring for 18 hr at ambient temperature, the organic layer was separated, dried (MgSO4) and evaporated to a residue which was purified by column chromatography (silica, 40% et...